Task: describe an organic reaction: reactants, conditions, products, and yield. Dataset: the Open Reaction Database (ORD), a public repository of structured organic reaction records Procedure details: A mixture of 5-bromo-3-methoxyphenylacetonitrile (22.6 g, 0.1 m) and 10% aqueous sodium hydroxide (300 ml) in ethanol (225 ml) is heated to 95° for 18 hours. The mixture is concentrated in vacuo, acidified with 10% hydrochloric acid and extracted with ethyl acetate. The ethyl acetate extract is washed, dried with sodium sulfate and concentrated in vacuo to give 5-bromo-3-methoxyphenylacetic acid. Reactants: BrC=1C=C(C=C(C1)CC#N)OC (5-bromo-3-methoxyphenylacetonitrile), [OH-].[Na+] (sodium hydroxide), C(C)O (ethanol). Reaction SMILES: [Br:1][C:2]1[CH:3]=[C:4]([O:11][CH3:12])[CH:5]=[C:6](CC#N)[CH:7]=1.[OH-:13].[Na+].[CH2:15]([OH:17])[CH3:16]>>[Br:1][C:2]1[CH:3]=[C:4]([O:11][CH3:12])[CH:5]=[C:6]([CH2:16][C:15]([OH:13])=[O:17])[CH:7]=1 |f:1.2|. Yields the product BrC=1C=C(C=C(C1)CC(=O)O)OC (5-bromo-3-methoxyphenylacetic acid). Reactants: O (water), OC1=CC=C(C=O)C=C1 (4-hydroxybenzaldehyde), Cl.ClCC1=NC2=CC=CC=C2C=C1 (2-chloromethylquinoline hydrochloride), C([O-])([O-])=O.[K+].[K+] (potassium carbonate). Run in CN(C)C=O (DMF). Run at time 16 hour. The product is N1=C(C=CC2=CC=CC=C12)COC1=CC=C(C=O)C=C1 (4-(2-quinolinyl-methoxy)benzaldehyde). Yield: 73.4%. RXN SMILES: [OH:1][C:2]1[CH:9]=[CH:8][C:5]([CH:6]=[O:7])=[CH:4][CH:3]=1.Cl.Cl[CH2:12][C:13]1[CH:22]=[CH:21][C:20]2[C:15](=[CH:16][CH:17]=[CH:18][CH:19]=2)[N:14]=1.C(=O)([O-])[O-].[K+].[K+].O>CN(C=O)C>[N:14]1[C:15]2[C:20](=[CH:19][CH:18]=[CH:17][CH:16]=2)[CH:21]=[CH:22][C:13]=1[CH2:12][O:1][C:2]1[CH:9]=[CH:8][C:5]([CH:6]=[O:7])=[CH:4][CH:3]=1 |f:1.2,3.4.5|. Reported procedure: A mixture of 4-hydroxybenzaldehyde (3.66 g, 30 mmol),2-chloromethylquinoline hydrochloride (6.42 g, 30 mmol) and potassium carbonate (8.24 g, 60 mmol) in DMF (75 mL) was stirred at ambient temperature for 16 hours. The reaction mixture was then poured into water (300 mL) and extracted with ethyl acetate. The combined organic extracts were dried over MgSO4 and concentrated in vacuo. The residue obtained was chromatographed on silica gel eluting with 1:2 ethyl acetate-hexane to provide 5.8 g (74%)... The reactants are COCCCNc1nc(C(C)(C)C)ncc1C(=O)N(CC(C)C)C1CC(C(=O)N2CCC3(CC2)OCCO3)CN(C(=O)OC(C)(C)C)C1, O=C([O-])[O-], CC#N, O=C(O)C(F)(F)F, [K+], [K+]. Yields the product COCCCNc1nc(C(C)(C)C)ncc1C(=O)N(CC(C)C)C1CNCC(C(=O)N2CCC3(CC2)OCCO3)C1. RXN SMILES: [C:1]([CH3:2])([CH3:3])([CH3:4])[c:5]1[n:6][cH:7][c:8]([C:17](=[O:18])[N:19]([CH:20]2[CH2:21][N:22]([C:38]([O:39][C:40]([CH3:41])([CH3:42])[CH3:43])=[O:44])[CH2:23][CH:24]([C:26](=[O:27])[N:28]3[CH2:29][CH2:30][C:31]4([O:32][CH2:33][CH2:34][O:35]4)[CH2:36][CH2:37]3)[CH2:25]2)[CH2:45][CH:46]([CH3:47])[CH3:48])[c:9]([NH:11][CH2:12][CH2:13][CH2:14][O:15][CH3:16])[n:10]1.[C:56](=[O:57])([O-:58])[O-:59].[CH3:62][C:63]#[N:64].[F:49][C:50]([F:51])([F:52])[C:53]([OH:54])=[O:55].[K+:60].[K+:61]>>[C:1]([CH3:2])([CH3:3])([CH3:4])[c:5]1[n:6][cH:7][c:8]([C:17](=[O:18])[N:19]([CH:20]2[CH2:21][NH:22][CH2:23][CH:24]([C:26](=[O:27])[N:28]3[CH2:29][CH2:30][C:31]4([O:32][CH2:33][CH2:34][O:35]4)[CH2:36][CH2:37]3)[CH2:25]2)[CH2:45][CH:46]([CH3:47])[CH3:48])[c:9]([NH:11][CH2:12][CH2:13][CH2:14][O:15][CH3:16])[n:10]1. The reactants are C1OC23[C@]4(C)[C@@H](CC2(OCCO3)OC1)[C@@H]1C[C@H](C3CCCC[C@]3(C)[C@H]1CC4)CO (17,17-bis(ethylendioxy)-6β-hydroxymethylandrostane), C1OC2([C@]3(C)[C@@H](CC2)[C@@H]2CC[C@]4(CC(CC[C@]4(C)[C@H]2CC3)=C)O)OC1 (17,17-(ethylendioxy)-3-methylenandrostane-5α-ol). The product is C1OC2([C@]3(C)[C@@H](CC2)[C@@H]2CC[C@]4(C[C@@H](CC[C@]4(C)[C@H]2CC3)CO)O)OC1 (17,17-(ethylendioxy)-3α-hydroxymethylandrostane-5α-ol). The yield is 98.0%. RXN SMILES: C1COC23OCCOC2([C@]2(CC[C@H]4[C@@H](C[C@@H](CO)C5[C@]4(C)CCCC5)[C@@H]2C3)C)[O:2]1.[CH2:30]1[CH2:54][O:53][C:32]2([CH2:37][CH2:36][C@H:35]3[C@H:38]4[C@H:48]([CH2:49][CH2:50][C@:33]23[CH3:34])[C@:46]2([CH3:47])[C@:41]([OH:52])([CH2:42][C:43](=[CH2:51])[CH2:44][CH2:45]2)[CH2:40][CH2:39]4)[O:31]1>>[CH2:54]1[CH2:30][O:31][C:32]2([CH2:37][CH2:36][C@H:35]3[C@H:38]4[C@H:48]([CH2:49][CH2:50][C@:33]23[CH3:34])[C@:46]2([CH3:47])[C@:41]([OH:52])([CH2:42][C@H:43]([CH2:51][OH:2])[CH2:44][CH2:45]2)[CH2:40][CH2:39]4)[O:53]1. Procedure details: Following the procedure described for the preparation of 3,3:17,17-bis(ethylendioxy)-6β-hydroxymethylandrostane (Prepn. 9) and starting from 17,17-(ethylendioxy)-3-methylenandrostane-5α-ol, 17,17-(ethylendioxy)-3α-hydroxymethylandrostane-5α-ol was obtained in 98% yield. 1H-NMR (300 MHz, DMSO-d6, ppm from TMS): δ 4.44 (t, 1H), 3.81 (s, 1H), 3.76 (m, 4H), 3.58 (m, 1H), 3.39 (m, 1H), 1.91-0.97 (m, 22H), 0.87 (s, 3H), 0.74 (s, 3H). Reactants: O=[N+]([O-])c1cccnc1Br, O=C([O-])[O-], CS(C)=O, [Cs+], [Cs+], CC(C)CNn1c(=O)c(C2=NS(=O)(=O)c3cc(O)ccc3N2)c(O)c2ccccc21. The product is CC(C)CNn1c(=O)c(C2=NS(=O)(=O)c3cc(Oc4ncccc4[N+](=O)[O-])ccc3N2)c(O)c2ccccc21. Reaction SMILES: [Br:37][c:38]1[n:39][cH:40][cH:41][cH:42][c:43]1[N+:44](=[O:45])[O-:46].[C:31](=[O:32])([O-:33])[O-:34].[CH3:47][S:48]([CH3:49])=[O:50].[Cs+:35].[Cs+:36].[OH:1][c:2]1[c:3]([C:18]2=[N:19][S:20](=[O:29])(=[O:30])[c:21]3[c:22]([cH:24][cH:25][c:26]([OH:28])[cH:27]3)[NH:23]2)[c:4](=[O:17])[n:5]([NH:12][CH2:13][CH:14]([CH3:15])[CH3:16])[c:6]2[cH:7][cH:8][cH:9][cH:10][c:11]12>>[OH:1][c:2]1[c:3]([C:18]2=[N:19][S:20](=[O:29])(=[O:30])[c:21]3[c:22]([cH:24][cH:25][c:26]([O:28][c:38]4[n:39][cH:40][cH:41][cH:42][c:43]4[N+:44](=[O:45])[O-:46])[cH:27]3)[NH:23]2)[c:4](=[O:17])[n:5]([NH:12][CH2:13][CH:14]([CH3:15])[CH3:16])[c:6]2[cH:7][cH:8][cH:9][cH:10][c:11]12. Reactants: CC(C)OC=1C=C(C=C2C=C(NC12)C(=O)OCC)OC1=CC=C(C=C1)S(=O)(=O)C (Ethyl 7-(1-methylethoxy)-5-[4-(methylsulfonyl)phenoxy]-1H-indole-2-carboxylate). Run in O1CCCC1 (tetrahydrofuran), C(C)O (ethanol), [OH-].[Na+] (sodium hydroxide). Conditions: temperature 60 celsius, time 1 hour. Product: CC(C)OC=1C=C(C=C2C=C(NC12)C(=O)O)OC1=CC=C(C=C1)S(=O)(=O)C (7-(1-Methylethoxy)-5-[4-(methylsulfonyl)phenoxy]-1H-indole-2-carboxylic acid). The yield is 103.8%. RXN SMILES: [CH3:1][CH:2]([O:4][C:5]1[CH:6]=[C:7]([O:19][C:20]2[CH:25]=[CH:24][C:23]([S:26]([CH3:29])(=[O:28])=[O:27])=[CH:22][CH:21]=2)[CH:8]=[C:9]2[C:13]=1[NH:12][C:11]([C:14]([O:16]CC)=[O:15])=[CH:10]2)[CH3:3]>O1CCCC1.C(O)C.[OH-].[Na+]>[CH3:3][CH:2]([O:4][C:5]1[CH:6]=[C:7]([O:19][C:20]2[CH:25]=[CH:24][C:23]([S:26]([CH3:29])(=[O:27])=[O:28])=[CH:22][CH:21]=2)[CH:8]=[C:9]2[C:13]=1[NH:12][C:11]([C:14]([OH:16])=[O:15])=[CH:10]2)[CH3:1] |f:3.4|. Procedure details: Ethyl 7-(1-methylethoxy)-5-[4-(methylsulfonyl)phenoxy]-1H-indole-2-carboxylate (1.87 g) was dissolved in a mixture of tetrahydrofuran (20 mL) and ethanol (20 mL), and 1M aqueous sodium hydroxide solution (9 mL) was added to the mixture. After stirring at 60° C. for 1 h, the mixture was concentrated under reduced pressure and the residue was dissolved in water. The mixture was cooled to 0° C. and 1M hydrochloric acid (10 mL) was added. The resulting white suspension was filtered to collect a whit... The reactants are CCOC(C)=O, CC1(C)CC(Nc2nccc(Cl)n2)CC(C)(C)N1, [K+], [OH-], c1ccc2[nH]ccc2c1. Yields the product CC1(C)CC(Nc2nccc(-n3ccc4ccccc43)n2)CC(C)(C)N1. As a reaction SMILES: [CH2:30]([O:31][C:32](=[O:33])[CH3:34])[CH3:35].[Cl:1][c:2]1[n:3][c:4]([NH:8][CH:9]2[CH2:10][C:11]([CH3:17])([CH3:18])[NH:12][C:13]([CH3:15])([CH3:16])[CH2:14]2)[n:5][cH:6][cH:7]1.[K+:29].[OH-:28].[nH:19]1[cH:20][cH:21][c:22]2[cH:23][cH:24][cH:25][cH:26][c:27]12>>[c:2]1(-[n:19]2[cH:20][cH:21][c:22]3[cH:23][cH:24][cH:25][cH:26][c:27]23)[n:3][c:4]([NH:8][CH:9]2[CH2:10][C:11]([CH3:17])([CH3:18])[NH:12][C:13]([CH3:15])([CH3:16])[CH2:14]2)[n:5][cH:6][cH:7]1.